Dataset: the Open Reaction Database (ORD), a public repository of structured organic reaction records. Task: describe an organic reaction: reactants, conditions, products, and yield Reactants: CCO, CCOC(=O)C1C(C)C=CCC1C(C)C. The product is CCOC(=O)C1C(C)CCCC1C(C)C. Reaction SMILES: [CH3:16][CH2:17][OH:18].[CH:1]([CH3:2])([CH3:3])[CH:4]1[CH2:5][CH:6]=[CH:7][CH:8]([CH3:15])[CH:9]1[C:10](=[O:11])[O:12][CH2:13][CH3:14]>>[CH:1]([CH3:2])([CH3:3])[CH:4]1[CH2:5][CH2:6][CH2:7][CH:8]([CH3:15])[CH:9]1[C:10](=[O:11])[O:12][CH2:13][CH3:14]. The reactants are NCC1C=2C=CC(=CC2CCC1)NS(=O)(=O)C1=CC=CC=C1 (N-(5-Aminomethyl-5,6,7,8-tetrahydro-naphthalen-2-yl)-benzenesulfonamide), C(C1=CC=CC=C1)OC(=O)N(C)CC(=O)O ((Benzyloxycarbonyl-methyl-amino)-acetic acid), ON1N=NC2=C1C=CC=C2 (1-hydroxybenzotriazole), CC[N+](=C=N)CCCN(C)C (N-(3-dimethylaminopropyl)-N-ethylcarbodiimide). Run in C(Cl)Cl (methylene chloride), C(C)N(CC)CC (triethylamine). Yields the product C(C1=CC=CC=C1)OC(N(C)CC(NCC1=CC=CC2=CC(=CC=C12)NS(=O)(=O)C1=CC=CC=C1)=O)=O ({[(6-Benzenesulfonylamino-naphthalen-1-ylmethyl)-carbamoyl]-methyl}-methyl-carbamic acid benzyl ester). As a reaction SMILES: [NH2:1][CH2:2][CH:3]1[CH2:12][CH2:11][CH2:10][C:9]2[CH:8]=[C:7]([NH:13][S:14]([C:17]3[CH:22]=[CH:21][CH:20]=[CH:19][CH:18]=3)(=[O:16])=[O:15])[CH:6]=[CH:5][C:4]1=2.[CH2:23]([O:30][C:31]([N:33]([CH2:35][C:36](O)=[O:37])[CH3:34])=[O:32])[C:24]1[CH:29]=[CH:28][CH:27]=[CH:26][CH:25]=1.ON1C2C=CC=CC=2N=N1.CC[N+](CCCN(C)C)=C=N>C(Cl)Cl.C(N(CC)CC)C>[CH2:23]([O:30][C:31](=[O:32])[N:33]([CH2:35][C:36](=[O:37])[NH:1][CH2:2][C:3]1[C:4]2[C:9](=[CH:8][C:7]([NH:13][S:14]([C:17]3[CH:18]=[CH:19][CH:20]=[CH:21][CH:22]=3)(=[O:16])=[O:15])=[CH:6][CH:5]=2)[CH:10]=[CH:11][CH:12]=1)[CH3:34])[C:24]1[CH:29]=[CH:28][CH:27]=[CH:26][CH:25]=1. Procedure details: A mixture of N-(5-Aminomethyl-5,6,7,8-tetrahydro-naphthalen-2-yl)-benzenesulfonamide, (Benzyloxycarbonyl-methyl-amino)-acetic acid, 1-hydroxybenzotriazole, N-(3-dimethylaminopropyl)-N-ethylcarbodiimide and triethylamine in methylene chloride is stirred at room temperature. The reaction is quenched by addition of water, and the mixture is eluted through silica gel to give {[(6-Benzenesulfonylamino-naphthalen-1-ylmethyl)-carbamoyl]-methyl}-methyl-carbamic acid benzyl ester. Starting materials: [BH4-], C1CCOC1, CCN(C(C)C)C(C)C, CC(=O)Nc1cccc(-n2nc(C(=O)O)c(=O)n(Cc3ccc(Cl)cc3)c2=O)c1, CCOC(=O)Cl, [Na+], O. Product: CC(=O)Nc1cccc(-n2nc(CO)c(=O)n(Cc3ccc(Cl)cc3)c2=O)c1. RXN SMILES: [BH4-:45].[CH2:47]1[O:48][CH2:49][CH2:50][CH2:51]1.[CH:30]([N:31]([CH:32]([CH3:33])[CH3:34])[CH2:35][CH3:36])([CH3:37])[CH3:38].[Cl:1][c:2]1[cH:3][cH:4][c:5]([CH2:6][n:7]2[c:8](=[O:27])[n:9](-[c:17]3[cH:18][c:19]([NH:23][C:24]([CH3:25])=[O:26])[cH:20][cH:21][cH:22]3)[n:10][c:11]([C:14](=[O:15])[OH:16])[c:12]2=[O:13])[cH:28][cH:29]1.[Cl:39][C:40]([O:41][CH2:42][CH3:43])=[O:44].[Na+:46].[OH2:52]>>[Cl:1][c:2]1[cH:3][cH:4][c:5]([CH2:6][n:7]2[c:8](=[O:27])[n:9](-[c:17]3[cH:18][c:19]([NH:23][C:24]([CH3:25])=[O:26])[cH:20][cH:21][cH:22]3)[n:10][c:11]([CH2:14][OH:15])[c:12]2=[O:13])[cH:28][cH:29]1. Starting materials: OC1=CC(=C(C=O)C=C1)OC (4-hydroxy-2-methoxybenzaldehyde), C=1C=CC2=C(C1)N=NN2O (HOBT), amine, CC(N=C=NC(C)C)C (DIC), C(C)OC(=O)C=1C=C(C=CC1OCC(=O)OCC)C[C@@H](C(=O)O)NC(=O)OCC1C2=CC=CC=C2C=2C=CC=CC12 ((2S)-3-[3-(Ethoxycarbonyl)-4-(2-ethoxy-2-oxoethoxy)phenyl]-2-{[(9H-fluoren-9-ylmethoxy)carbonyl]amino}propanoic acid), amine, [BH-](OC(=O)C)(OC(=O)C)OC(=O)C.[Na+] (NaBH(OAc)3), C[O-].[Na+] (sodium methoxide), N[C@@H](CC1=CC=C(C=C1)O)C(=O)O (tyrosine). Run in CN(C)C=O (DMF). Conditions: time 9.5 hour. Product: COC1=C(C=O)C=CC=C1 (methoxy benzaldehyde), dicarboxylic acid. As a reaction SMILES: O[C:2]1[CH:9]=[CH:8][C:5]([CH:6]=[O:7])=[C:4]([O:10][CH3:11])[CH:3]=1.C[O-].[Na+].[BH-](OC(C)=O)(OC(C)=O)OC(C)=O.[Na+].N[C@H](C(O)=O)CC1C=CC(O)=CC=1.C(OC(C1C=C(C[C@H](NC(OCC2C3C=CC=CC=3C3C2=CC=CC=3)=O)C(O)=O)C=CC=1OCC(OCC)=O)=O)C.CC(C)N=C=NC(C)C.C1C=CC2N(O)N=NC=2C=1>CN(C=O)C>[CH3:11][O:10][C:4]1[CH:3]=[CH:2][CH:9]=[CH:8][C:5]=1[CH:6]=[O:7] |f:1.2,3.4|. Procedure details: The production of this library required seven steps using solid support. Three steps were carried out in a 96 well format. The AMEBA (acid sensitive methoxy benzaldehyde) linker was prepared by reacting Merrifield resin and 4-hydroxy-2-methoxybenzaldehyde with sodium methoxide (see Scheme I). The AMEBA resin was then treated with the corresponding amine and NaBH(OAc)3 to give the corresponding reductive amination product. The tyrosine scaffold (5) was then coupled to the various amine resins usi...